From a dataset of the Open Reaction Database (ORD), a public repository of structured organic reaction records. describe an organic reaction: reactants, conditions, products, and yield Starting materials: C1(=CC=CC=C1)CCCN (3-phenylpropan-1-amine), C1N(CC=2C=NC=CC21)C(=O)NC2=CC=C(N=N2)C(=O)O (6-(2,3-dihydro-1H-pyrrolo[3,4-c]pyridine-2-carboxamido)pyridazine-3-carboxylic acid), C1N(CC2=CC=CC=C12)C(=O)NC1=CC=C(C(=O)O)C=C1 (4-(isoindoline-2-carboxamido)benzoic acid). Yields the product O1[C@H](CCC1)CNC(=O)C1=CC=C(N=N1)NC(=O)N1CC=2C=NC=CC2C1 (N-(6-{[(2R)-tetrahydrofuran-2-ylmethyl]carbamoyl}pyridazin-3-yl)-1,3-dihydro-2H-pyrrolo[3,4-c]pyridine-2-carboxamide). Reaction SMILES: C1(CCCN)C=CC=CC=1.[CH2:11]1[C:19]2[CH:18]=[CH:17][N:16]=[CH:15][C:14]=2[CH2:13][N:12]1[C:20]([NH:22][C:23]1[N:28]=[N:27][C:26]([C:29]([OH:31])=O)=[CH:25][CH:24]=1)=[O:21].C1C2C(=CC=CC=2)CN1C([NH:43][C:44]1C=C[C:47]([C:48]([OH:50])=O)=[CH:46][CH:45]=1)=O>>[O:50]1[CH2:48][CH2:47][CH2:46][C@@H:45]1[CH2:44][NH:43][C:29]([C:26]1[N:27]=[N:28][C:23]([NH:22][C:20]([N:12]2[CH2:11][C:19]3[CH:18]=[CH:17][N:16]=[CH:15][C:14]=3[CH2:13]2)=[O:21])=[CH:24][CH:25]=1)=[O:31]. Procedure details: The title compound was prepared as described in Example 1C, substituting (2R)-tetrahydrofuran-2-ylmethamine for 3-phenylpropan-1-amine and 6-(2,3-dihydro-1H-pyrrolo[3,4-c]pyridine-2-carboxamido)pyridazine-3-carboxylic acid for 4-(isoindoline-2-carboxamido)benzoic acid. 1H NMR (300 MHz, DMSO-d6) δ 10.09 (bs, 1H), 8.81 (t, J=6.1 Hz, 1H), 8.61 (s, 1H), 8.51 (d, J=5.0 Hz, 1H), 8.31 (d, J=9.3 Hz, 1H), 8.12 (d, J=9.3 Hz, 1H), 7.44 (d, J=5.1 Hz, 1H), 5.05-4.76 (m, 4H), 4.04 (p, J=6.2 Hz, 1H), 3.85-3.74... Reactants: ClC=1N=C(C(=NC1)C(=O)OC)NC1=CC=C(C=C1)N1CCN(CC1)C (methyl 5-chloro-3-{[4-(4-methylpiperazin-1-yl)phenyl]amino}pyrazine-2-carboxylate), Cl.CON (O-methylhydroxylamine hydrochloride), C(O)([O-])=O.[Na+] (sodium hydrogen carbonate), C[Si]([N-][Si](C)(C)C)(C)C.[Li+] (lithium hexamethyldisilazide). The yield is 100.8%. Run at time 20 minute. As a reaction SMILES: [Cl:1][C:2]1[N:3]=[C:4]([NH:12][C:13]2[CH:18]=[CH:17][C:16]([N:19]3[CH2:24][CH2:23][N:22]([CH3:25])[CH2:21][CH2:20]3)=[CH:15][CH:14]=2)[C:5]([C:8](OC)=[O:9])=[N:6][CH:7]=1.Cl.[CH3:27][O:28][NH2:29].C[Si](C)(C)[N-][Si](C)(C)C.[Li+].C(=O)([O-])O.[Na+]>C1COCC1>[Cl:1][C:2]1[N:3]=[C:4]([NH:12][C:13]2[CH:18]=[CH:17][C:16]([N:19]3[CH2:24][CH2:23][N:22]([CH3:25])[CH2:21][CH2:20]3)=[CH:15][CH:14]=2)[C:5]([C:8]([NH:29][O:28][CH3:27])=[O:9])=[N:6][CH:7]=1 |f:1.2,3.4,5.6|. Product: ClC=1N=C(C(=NC1)C(=O)NOC)NC1=CC=C(C=C1)N1CCN(CC1)C (5-chloro-N-methoxy-3-{[4-(4-methylpiperazin-1-yl)phenyl]amino}pyrazine-2-carboxamide). The solvent is C1CCOC1 (THF). Procedure: To a solution of a mixture of methyl 5-chloro-3-{[4-(4-methylpiperazin-1-yl)phenyl]amino}pyrazine-2-carboxylate (Preparation Example 193) (20 mg) and THF (2 mL), O-methylhydroxylamine hydrochloride (14 mg) was added. To the reaction liquid, lithium hexamethyldisilazide (0.39 mL, 1M THF solution) was added under ice cooling and stirred for 20 minutes. The reaction liquid was poured into saturated aqueous sodium hydrogen carbonate and extracted with ethyl acetate, and then the organic layer was wa... Reactants: N#Cc1ccc(C=O)cc1, C=C=C, CC(C=O)c1ccccc1. Yields the product N#Cc1ccc(CC=O)cc1. RXN SMILES: [C:1](#[N:2])[c:3]1[cH:4][cH:5][c:6]([CH:7]=[O:8])[cH:9][cH:10]1.[CH2:21]=[C:22]=[CH2:23].[c:11]1([CH:12]([CH3:13])[CH:18]=[O:19])[cH:14][cH:15][cH:16][cH:17][cH:20]1>>[C:1](#[N:2])[c:3]1[cH:4][cH:5][c:6]([CH2:7][CH:18]=[O:19])[cH:9][cH:10]1.